This data is from the Open Reaction Database (ORD), a public repository of structured organic reaction records. The task is: describe an organic reaction: reactants, conditions, products, and yield Starting materials: C(C)P(=O)(CC)C#N (diethylphosphoryl cyanide), C([O-])(O)=O.[Na+] (sodium bicarbonate), COCCOCOC1=CC=C(C=CC(=O)O)C=C1 (4-[(2-methoxyethoxy)methoxy]cinnamic acid), NCC=1C=NC=CC1 (3-(aminomethyl)pyridine). Solvent: C(C)N(CC)CC (triethylamine), CN(C=O)C (dimethylformamide). Conditions: time 1 hour. The product is COCCOCOC1=CC=C(C=C1)/C=C/C(=O)NCC=1C=NC=CC1 ((E)-3-[4-[(2-methoxyethoxy)methoxy]phenyl]-N-(3-pyridylmethyl)-2-propenoic acid amide). Isolated yield 89.4%. As a reaction SMILES: [CH3:1][O:2][CH2:3][CH2:4][O:5][CH2:6][O:7][C:8]1[CH:18]=[CH:17][C:11]([CH:12]=[CH:13][C:14]([OH:16])=O)=[CH:10][CH:9]=1.[NH2:19][CH2:20][C:21]1[CH:22]=[N:23][CH:24]=[CH:25][CH:26]=1.C(P(C#N)(CC)=O)C.C(=O)(O)[O-].[Na+]>CN(C)C=O.C(N(CC)CC)C>[CH3:1][O:2][CH2:3][CH2:4][O:5][CH2:6][O:7][C:8]1[CH:9]=[CH:10][C:11](/[CH:12]=[CH:13]/[C:14]([NH:19][CH2:20][C:21]2[CH:22]=[N:23][CH:24]=[CH:25][CH:26]=2)=[O:16])=[CH:17][CH:18]=1 |f:3.4|. Procedure details: 3.74 g of 4-[(2-methoxyethoxy)methoxy]cinnamic acid and 1.68 g of 3-(aminomethyl)pyridine were dissolved in 30 ml dimethylformamide, and stirred with 2.7 ml diethylphosphoryl cyanide and subsequently with 2.5 ml triethylamine on ice, followed by further stirring at room temperature for 1 hour. Saturated aqueous sodium bicarbonate was added to the reaction mixture, which was then extracted with ethyl acetate, washed with water, and dried over magnesium sulfate. The solvent was evaporated under re... Starting materials: C1(CC1)CN1C=NC(=C1)C=O (1-(cyclopropylmethyl)-1H-imidazole-4-carbaldehyde), C([O-])([O-])=O.[K+].[K+] (potassium carbonate), FC(F)(F)[Si](C)(C)C ((trifluoromethyl)trimethylsilane). Run in CN(C=O)C (N,N-dimethylformamide). Product: C1(CC1)CN1C=NC(=C1)C(C(F)(F)F)O (1-(1-(cyclopropylmethyl)-1H-imidazol-4-yl)-2,2,2-trifluoroethanol). Isolated yield 43.7%. RXN SMILES: [CH:1]1([CH2:4][N:5]2[CH:9]=[C:8]([CH:10]=[O:11])[N:7]=[CH:6]2)[CH2:3][CH2:2]1.C(=O)([O-])[O-].[K+].[K+].[F:18][C:19]([Si](C)(C)C)([F:21])[F:20]>CN(C)C=O>[CH:1]1([CH2:4][N:5]2[CH:9]=[C:8]([CH:10]([OH:11])[C:19]([F:21])([F:20])[F:18])[N:7]=[CH:6]2)[CH2:2][CH2:3]1 |f:1.2.3|. Procedure details: According to Reference Example 8-2, by use of 1-(cyclopropylmethyl)-1H-imidazole-4-carbaldehyde (133 mg, 0.886 mmol) obtained in Step 1 of Reference Example 8-49 and dissolved in N,N-dimethylformamide (2.7 mL), potassium carbonate (24 mg, 0.18 mmol) and (trifluoromethyl)trimethylsilane (0.196 mL, 1.33 mmol), the mixture was stirred and reacted at room temperature for 2 hours. Then, purification by preparative thin-layer chromatography (chloroform/methanol=15/1) was performed to give 1-(1-(cyclop... Starting materials: CCOC(C)=O, NC(=O)c1nc(F)ccc1[N+](=O)[O-]. Product: NC(=O)c1nc(F)ccc1N. RXN SMILES: [CH3:14][CH2:15][O:16][C:17]([CH3:18])=[O:19].[F:1][c:2]1[cH:3][cH:4][c:5]([N+:11]([O-:12])=[O:13])[c:6]([C:8](=[O:9])[NH2:10])[n:7]1>>[F:1][c:2]1[cH:3][cH:4][c:5]([NH2:11])[c:6]([C:8](=[O:9])[NH2:10])[n:7]1. As a reaction SMILES: FC1C=C(C#CC=C2CCN(C3C([N+]([O-])=O)=CC=CN=3)CC2)C=C(F)C=1OC.[CH:29](=[C:32]1[CH2:37][CH2:36][N:35]([C:38]([O:40][C:41]([CH3:44])([CH3:43])[CH3:42])=[O:39])[CH2:34][CH2:33]1)[C:30]#[CH:31].Cl[C:46]1[CH:51]=[C:50]([F:52])[CH:49]=[CH:48][N:47]=1>>[F:52][C:50]1[CH:49]=[CH:48][N:47]=[C:46]([C:31]#[C:30][CH:29]=[C:32]2[CH2:37][CH2:36][N:35]([C:38]([O:40][C:41]([CH3:44])([CH3:43])[CH3:42])=[O:39])[CH2:34][CH2:33]2)[CH:51]=1. Yields the product FC1=CC(=NC=C1)C#CC=C1CCN(CC1)C(=O)OC(C)(C)C (tert-Butyl 4-[3-(4-fluoropyridin-2-yl)prop-2-ynylidene]piperidine-1-carboxylate). Procedure details: The title compound was prepared following the procedure described for the Compound of Example 199, but using Compound 2b instead of Compound 1c and 2-chloro-4-fluoropyridine instead of 4-bromo-2,6-difluoroanisole. After the usual work-up procedure, purification was carried out by automated flash liquid chromatography (Horizon™-Biotage) eluting with PE-EtOAc gradient from 95:5 to 60:40. Yield: 38.5%. Starting materials: FC=1C=C(C=C(C1OC)F)C#CC=C1CCN(CC1)C1=NC=CC=C1[N+](=O)[O-] (2-{4-[3-(3,5-Difluoro-4-methoxyphenyl)prop-2-ynylidene]piperidin-1-yl}-3-nitropyridine), C(C#C)=C1CCN(CC1)C(=O)OC(C)(C)C (tert-Butyl 4-prop-2-ynylidenepiperidine-1-carboxyate), ClC1=NC=CC(=C1)F (2-chloro-4-fluoropyridine). Isolated yield 38.5%. As a reaction SMILES: [CH2:7]=[C:8]([CH3:9])[CH3:10].[Cl:12][CH2:13][Cl:14].[ClH:11].[O:1]=[CH:2][C:3]([Cl:4])([Cl:5])[Cl:6]>>[OH:1][CH:2]([C:3]([Cl:4])([Cl:5])[Cl:6])[CH2:9][C:8](=[CH2:7])[CH3:10]. Product: C=C(C)CC(O)C(Cl)(Cl)Cl. Starting materials: C=C(C)C, ClCCl, Cl, O=CC(Cl)(Cl)Cl. Reactants: ClC1C2=C(OCC3=C1C=CC=C3)C=CC(=C2)F (11-chloro-2-fluoro-6,11-dihydrodibenz[b,e]oxepin), N1CCNCC1 (piperazine), [OH-].[Na+] (sodium hydroxide). Solvent: C(Cl)(Cl)Cl (chloroform), C(Cl)(Cl)Cl (chloroform). The product is FC1=CC2=C(OCC3=C(C2N2CCNCC2)C=CC=C3)C=C1 (2-fluoro-11-(1-piperazinyl)-6,11-dihydrodibenz[b,e]oxepin). The yield is 66.7%. RXN SMILES: Cl[CH:2]1[C:8]2[CH:9]=[CH:10][CH:11]=[CH:12][C:7]=2[CH2:6][O:5][C:4]2[CH:13]=[CH:14][C:15]([F:17])=[CH:16][C:3]1=2.[NH:18]1[CH2:23][CH2:22][NH:21][CH2:20][CH2:19]1.[OH-].[Na+]>C(Cl)(Cl)Cl>[F:17][C:15]1[CH:14]=[CH:13][C:4]2[O:5][CH2:6][C:7]3[CH:12]=[CH:11][CH:10]=[CH:9][C:8]=3[CH:2]([N:18]3[CH2:23][CH2:22][NH:21][CH2:20][CH2:19]3)[C:3]=2[CH:16]=1 |f:2.3|. Reported procedure: To a solution of 15 g of 11-chloro-2-fluoro-6,11-dihydrodibenz[b,e]oxepin, which is prepared according to the procedure of Reference Example 1, in 300 ml of chloroform is added a solution of 25 g of anhydrous piperazine in 50 ml of chloroform at 0° C. After the temperature of the reaction mixture is raised to room temperature over 2 hours, it is added with 10% aqueous sodium hydroxide and extracted with chloroform. After the extract is washed with a saturated saline solution and dried over anhyd... The reactants are [BH-](OC(=O)C)(OC(=O)C)OC(=O)C.[Na+] (Na(OAc)3BH), ClC=1C=C2C(=NC1)N(C=C2C2=NC=C(C(=N2)N[C@@H]2CNCCC2)F)S(=O)(=O)C2=CC=C(C=C2)C (2-[5-chloro-1-(p-tolylsulfonyl)pyrrolo[5,4-b]pyridin-3-yl]-5-fluoro-N-[(3S)-3-piperidyl]pyrimidin-4-amine), ClC=1C=C2C(=NC1)N(C=C2C2=NC=C(C(=N2)N[C@@H]2CNCCC2)F)S(=O)(=O)C2=CC=C(C)C=C2 ((S)-2-(5-chloro-1-tosyl-1H-pyrrolo[2,3-b]pyridin-3-yl)-5-fluoro-N-(piperidin-3-yl)pyrimidin-4-amine), N1C(=NC=C1)C=O (1H-imidazole-2-carbaldehyde). The reagents and catalysts are C(C)(=O)O (acetic acid). Run in C(=O)(O)[O-].[Na+] (NaHCO3), ClCCCl (1,2-dichloroethane). Conditions: temperature 60 celsius. Product: N1C(=NC=C1)CN1C[C@H](CCC1)NC1=NC(=NC=C1F)C1=CN(C2=NC=C(C=C21)Cl)S(=O)(=O)C2=CC=C(C)C=C2 ((S)—N-(1-((1H-imidazol-2-yl)methyl)piperidin-3-yl)-2-(5-chloro-1-tosyl-1H-pyrrolo[2,3-b]pyridin-3-yl)-5-fluoropyrimidin-4-amine). RXN SMILES: [Cl:1][C:2]1[CH:3]=[C:4]2[C:10]([C:11]3[N:16]=[C:15]([NH:17][C@H:18]4[CH2:23][CH2:22][CH2:21][NH:20][CH2:19]4)[C:14]([F:24])=[CH:13][N:12]=3)=[CH:9][N:8]([S:25]([C:28]3[CH:33]=[CH:32][C:31]([CH3:34])=[CH:30][CH:29]=3)(=[O:27])=[O:26])[C:5]2=[N:6][CH:7]=1.[NH:35]1[CH:39]=[CH:38][N:37]=[C:36]1[CH:40]=O.[BH-](OC(C)=O)(OC(C)=O)OC(C)=O.[Na+]>ClCCCl.C(O)(=O)C.C([O-])(O)=O.[Na+]>[NH:35]1[CH:39]=[CH:38][N:37]=[C:36]1[CH2:40][N:20]1[CH2:21][CH2:22][CH2:23][C@H:18]([NH:17][C:15]2[C:14]([F:24])=[CH:13][N:12]=[C:11]([C:10]3[C:4]4[C:5](=[N:6][CH:7]=[C:2]([Cl:1])[CH:3]=4)[N:8]([S:25]([C:28]4[CH:33]=[CH:32][C:31]([CH3:34])=[CH:30][CH:29]=4)(=[O:27])=[O:26])[CH:9]=3)[N:16]=2)[CH2:19]1 |f:2.3,6.7|. Procedure: To a solution of 2-[5-chloro-1-(p-tolylsulfonyl)pyrrolo[5,4-b]pyridin-3-yl]-5-fluoro-N-[(3S)-3-piperidyl]pyrimidin-4-amine, 1c, (0.16 g, 0.32 mmol) in 1,2-dichloroethane (2 mL) was added 1H-imidazole-2-carbaldehyde (0.03 g, 0.36 mmol) followed by 2 drops of acetic acid and Na(OAc)3BH (0.10 g, 0.49 mmol). The reaction mixture was heated at 60° C. for 18 h. The mixture was cooled to room temperature and diluted with aqueous saturated NaHCO3 solution. The aqueous phase was extracted twice with EtOA...